This data is from the Open Reaction Database (ORD), a public repository of structured organic reaction records. The task is: describe an organic reaction: reactants, conditions, products, and yield Starting materials: BrCC(=O)OC(C)(C)C (tert-butyl bromoacetate), C([O-])([O-])=O.[K+].[K+] (potassium carbonate), OC/C=C/C=1C=C(C=CC1)O (trans-3-(3-hydroxypropenyl)phenol). The solvent is CC(=O)C (acetone). Run at time 20 hour. Product: C(C)(C)(C)OC(COC1=CC(=CC=C1)\C=C\CO)=O (trans-[3-(3-hydroxypropenyl)phenoxy]acetic acid tert-butyl ester). The yield is 97.2%. As a reaction SMILES: Br[CH2:2][C:3]([O:5][C:6]([CH3:9])([CH3:8])[CH3:7])=[O:4].C(=O)([O-])[O-].[K+].[K+].[OH:16][CH2:17]/[CH:18]=[CH:19]/[C:20]1[CH:21]=[C:22]([OH:26])[CH:23]=[CH:24][CH:25]=1>CC(C)=O>[C:6]([O:5][C:3](=[O:4])[CH2:2][O:26][C:22]1[CH:23]=[CH:24][CH:25]=[C:20](/[CH:19]=[CH:18]/[CH2:17][OH:16])[CH:21]=1)([CH3:9])([CH3:8])[CH3:7] |f:1.2.3|. Procedure: A solution of tert-butyl bromoacetate (0.60 mL, 4.03 mmol) and potassium carbonate (1.12 g, 8.06 mmol) was added to a solution of trans-3-(3-hydroxypropenyl)phenol (0.58 g, 3.84 mmol) in acetone (15 mL) at room temperature under a nitrogen atmosphere and stirred for about 20 hours. The mixture was filtered, and the filtrate was concentrated to dryness. Purification by flash chromatography, eluting with hexane/ethyl acetate, gave pure trans-[3-(3-hydroxypropenyl)phenoxy]acetic acid tert-butyl est... Reactants: ClCCl, CC1CNCC(C)O1, [Na+], C1COCCO1, [OH-], O, O, Clc1cc(N2CCOCC2)nc(-n2cnc3ccccc32)n1. Product: CC1CN(c2cc(N3CCOCC3)nc(-n3cnc4ccccc43)n2)CC(C)O1. As a reaction SMILES: [CH2:33]([Cl:34])[Cl:35].[CH3:25][CH:26]1[O:27][CH:28]([CH3:32])[CH2:29][NH:30][CH2:31]1.[Na+:24].[O:37]1[CH2:38][CH2:39][O:40][CH2:41][CH2:42]1.[OH-:23].[OH2:36].[OH2:43].[n:1]1(-[c:10]2[n:11][c:12]([N:17]3[CH2:18][CH2:19][O:20][CH2:21][CH2:22]3)[cH:13][c:14]([Cl:16])[n:15]2)[cH:2][n:3][c:4]2[c:5]1[cH:6][cH:7][cH:8][cH:9]2>>[n:1]1(-[c:10]2[n:11][c:12]([N:17]3[CH2:18][CH2:19][O:20][CH2:21][CH2:22]3)[cH:13][c:14]([N:30]3[CH2:29][CH:28]([CH3:32])[O:27][CH:26]([CH3:25])[CH2:31]3)[n:15]2)[cH:2][n:3][c:4]2[c:5]1[cH:6][cH:7][cH:8][cH:9]2. RXN SMILES: Cl.Cl.Cl.[O:4]1[C:12]2[CH:11]=[CH:10][N:9]=[C:8]([N:13]3[CH2:18][CH2:17][N:16]([CH2:19][CH2:20][C@H:21]4[CH2:26][CH2:25][C@H:24]([NH2:27])[CH2:23][CH2:22]4)[CH2:15][CH2:14]3)[C:7]=2[CH:6]=[CH:5]1.[CH:28]1([C:31](O)=[O:32])[CH2:30][CH2:29]1>>[O:4]1[C:12]2[CH:11]=[CH:10][N:9]=[C:8]([N:13]3[CH2:18][CH2:17][N:16]([CH2:19][CH2:20][C@H:21]4[CH2:26][CH2:25][C@H:24]([NH:27][C:31]([CH:28]5[CH2:30][CH2:29]5)=[O:32])[CH2:23][CH2:22]4)[CH2:15][CH2:14]3)[C:7]=2[CH:6]=[CH:5]1 |f:0.1.2.3|. Product: O1C=CC=2C(=NC=CC21)N2CCN(CC2)CC[C@@H]2CC[C@H](CC2)NC(=O)C2CC2 (Cyclopropanecarboxylic acid {trans-4-[2-(4-furo[3,2-c]pyridin-4-yl-piperazin-1-yl)-ethyl]-cyclohexyl}-amide). The reactants are crystals, Cl.Cl.Cl.O1C=CC=2C(=NC=CC21)N2CCN(CC2)CC[C@@H]2CC[C@H](CC2)N (trans-4-[2-(4-furo[3,2-c]pyridin-4-yl-piperazin-1-yl)-ethyl]-cyclohexylamine trihydrochloride), Cl.Cl.Cl.O1C=CC=2C(=NC=CC21)N2CCN(CC2)CC[C@@H]2CC[C@H](CC2)N (trans-4-[2-(4-furo[3,2-c]pyridin-4-yl-piperazin-1-yl)-ethyl]-cyclohexylamine trihydrochloride), C1(CC1)C(=O)O (cyclopropanecarboxylic acid). Procedure details: The title compound, white crystals (118 mg, 87%), MS (ISP) m/z=397.2 [(M+H)+], was prepared in analogy to example 4 starting from trans-4-[2-(4-furo[3,2-c]pyridin-4-yl-piperazin-1-yl)-ethyl]-cyclohexylamine trihydrochloride (intermediate A) (150 mg, 0.34 mmol) and cyclopropanecarboxylic acid (41 mg, 0.47 mmol). Starting materials: II (iodine), Cl (HCl), OC1=CC(=C(C=C1)C(C)=O)C (4'-Hydroxy-2'-methylacetophenone), [OH-].[Na+] (NaOH). Run in N1=CC=CC=C1 (pyridine), CCOCC (Et2O). Run at temperature 100 celsius, time 8 hour. The product is OC1=CC(=C(C(=O)O)C=C1)C (4-hydroxy-2-methylbenzoic acid). RXN SMILES: [OH:1][C:2]1[CH:7]=[CH:6][C:5]([C:8](=[O:10])C)=[C:4]([CH3:11])[CH:3]=1.II.[OH-:14].[Na+].Cl>N1C=CC=CC=1.CCOCC>[OH:1][C:2]1[CH:7]=[CH:6][C:5]([C:8]([OH:10])=[O:14])=[C:4]([CH3:11])[CH:3]=1 |f:2.3|. Procedure: 4'-Hydroxy-2'-methylacetophenone (15 gm, 0.1 mol) was dissolved in pyridine and iodine (25.4 gm) was added. This mixture was heated to 100° C. for 1 hr and then allowed to stand at room temperature overnight. A thick precipitate was obtained and the mixture was diluted with Et2O before filtering. The solid so obtained was added to 5N NaOH (200 ml) and heated on the steam bath for 1 hr before being cooled and acidified with HCl. This mixture was extracted twice with Et2O and the pooled organic la... The reactants are 3.3, F[B-](F)(F)F.N1(N=NC2=C1C=CC=C2)OC(=[N+](C)C)N(C)C (2-(1H-benzotriazol-1-yl)-1,1,3,3-tetra-methyluronium tetrafluoroborate), ClC1=CC=C(S1)C1=NC2=C(N1)C=CC(=C2)CC(=O)O ([2-(5-chlorothiophen-2-yl)-1H-benzimidazol-5-yl]acetic acid), NC1=CC=C(C=C1)N1C(COCC1)=O (4-(4-aminophenyl)morpholin-3-one), C(O)([O-])=O.[Na+] (sodium hydrogencarbonate). Run in CN(C=O)C (dimethylformamide). Reaction conditions: time 18 hour. Yields the product ClC1=CC=C(S1)C1=NC2=C(N1)C=CC(=C2)CC(=O)NC2=CC=C(C=C2)N2C(COCC2)=O (2-[2-(5-chlorothiophen-2-yl)-1H-benzimidazol-5-yl]-N-[4-(3-oxomorpholin-4-yl)phenyl]acetamide). Reaction SMILES: F[B-](F)(F)F.N1(OC(N(C)C)=[N+](C)C)C2C=CC=CC=2N=N1.[Cl:23][C:24]1[S:28][C:27]([C:29]2[NH:33][C:32]3[CH:34]=[CH:35][C:36]([CH2:38][C:39]([OH:41])=O)=[CH:37][C:31]=3[N:30]=2)=[CH:26][CH:25]=1.[NH2:42][C:43]1[CH:48]=[CH:47][C:46]([N:49]2[CH2:54][CH2:53][O:52][CH2:51][C:50]2=[O:55])=[CH:45][CH:44]=1.C(=O)([O-])O.[Na+]>CN(C)C=O>[Cl:23][C:24]1[S:28][C:27]([C:29]2[NH:33][C:32]3[CH:34]=[CH:35][C:36]([CH2:38][C:39]([NH:42][C:43]4[CH:44]=[CH:45][C:46]([N:49]5[CH2:54][CH2:53][O:52][CH2:51][C:50]5=[O:55])=[CH:47][CH:48]=4)=[O:41])=[CH:37][C:31]=3[N:30]=2)=[CH:26][CH:25]=1 |f:0.1,4.5|. Procedure details: 3.3 139 mg (0.445 mmol) of 2-(1H-benzotriazol-1-yl)-1,1,3,3-tetra-methyluronium tetrafluoroborate (TBTU) are added to a solution of 100 mg (0.342 mmol) of [2-(5-chlorothiophen-2-yl)-1H-benzimidazol-5-yl]acetic acid and 65.7 mg (0.342 mmol) of 4-(4-aminophenyl)morpholin-3-one in 2 ml of dimethylformamide (DMF), and the mixture is stirred at room temperature for 18 hours. Saturated aqueous sodium hydrogencarbonate solution is added to the reaction mixture, and the resultant precipitate is filtered... The reactants are FC(C(=O)NCC1=CC=C(C=C1)OC)(F)F (2,2,2-trifluoro-N-(4-methoxybenzyl)-acetamide), B(Br)(Br)Br (boron tribromide). Run in C(Cl)Cl (DCM), C(Cl)Cl (DCM). Run at temperature 0 celsius, time 20 minute. The product is FC(C(=O)NCC1=CC=C(C=C1)O)(F)F (2,2,2-Trifluoro-N-(4-hydroxy-benzyl)-acetamide). The yield is 80.0%. RXN SMILES: [F:1][C:2]([F:16])([F:15])[C:3]([NH:5][CH2:6][C:7]1[CH:12]=[CH:11][C:10]([O:13]C)=[CH:9][CH:8]=1)=[O:4].B(Br)(Br)Br>C(Cl)Cl>[F:1][C:2]([F:15])([F:16])[C:3]([NH:5][CH2:6][C:7]1[CH:12]=[CH:11][C:10]([OH:13])=[CH:9][CH:8]=1)=[O:4]. Procedure details: Dissolve under nitrogen atmosphere 2,2,2-trifluoro-N-(4-methoxybenzyl)-acetamide (11.6 g, 50 mmol) in DCM (250 mL). Cool to 0° C. in an ice bath. Add dropwise 1M boron tribromide in DCM (100 mL, 100 mmol) and stir for 20 min after addition. Warm to ambient temperature and stir for 16 h. Cool the reaction mixture in an ice bath and quench very carefully with saturated aqueous NaHCO3. Separate the organic layer. Extract the aqueous layer twice with chloroform. Dry the combined organic extracts ove... Starting materials: COC(=O)C1=C(N=C(S1)N1C=NC2=C1C=C(C(=C2)OC)OC)Br (4-bromo-2-(5,6-dimethoxy-benzoimidazol-1-yl)-thiazole-5-carboxylic acid methyl ester), FC1=C(C=CC=C1F)B(O)O (2,3-difluorophenylboronic acid). Yields the product FC1=C(C=CC=C1F)C=1N=C(SC1C(=O)O)N1C=NC2=C1C=C(C(=C2)OC)OC (4-(2,3-Difluoro-phenyl)-2-(5,6-dimethoxy-benzoimidazol-1-yl)-thiazole-5-carboxylic acid). The yield is 39.0%. As a reaction SMILES: C[O:2][C:3]([C:5]1[S:9][C:8]([N:10]2[C:14]3[CH:15]=[C:16]([O:21][CH3:22])[C:17]([O:19][CH3:20])=[CH:18][C:13]=3[N:12]=[CH:11]2)=[N:7][C:6]=1Br)=[O:4].[F:24][C:25]1[C:30]([F:31])=[CH:29][CH:28]=[CH:27][C:26]=1B(O)O>>[F:24][C:25]1[C:30]([F:31])=[CH:29][CH:28]=[CH:27][C:26]=1[C:6]1[N:7]=[C:8]([N:10]2[C:14]3[CH:15]=[C:16]([O:21][CH3:22])[C:17]([O:19][CH3:20])=[CH:18][C:13]=3[N:12]=[CH:11]2)[S:9][C:5]=1[C:3]([OH:2])=[O:4]. Procedure details: In a similar manner as described for Example 26, 4-bromo-2-(5,6-dimethoxy-benzoimidazol-1-yl)-thiazole-5-carboxylic acid methyl ester (40 mg, 0.1 mmol) and 2,3-difluorophenylboronic acid (23.7 mg, 0.15 mmol) gave 4-(2,3-Difluoro-phenyl)-2-(5,6-dimethoxy-benzoimidazol-1-yl)-thiazole-5-carboxylic acid (16.2 39%) as a white solid. 1H NMR (400 MHz, DMSO-d6) δ ppm 13.81 (br.s., 1 H); 8.83 (s, 1 H); 7.74 (s, 1 H); 7.52-7.64 (m, 2 H); 7.40 (s, 1 H); 7.33-7.39 (m, 1 H); 3.85 (s, 3 H); 3.83 (s, 3 H). MS ...